This data is from the Open Reaction Database (ORD), a public repository of structured organic reaction records. The task is: describe an organic reaction: reactants, conditions, products, and yield Yields the product BrC1=C(C=CC(=C1)OCC1CC1)CC(O)C1=NC=C(C=C1)O[Si](C(C)C)(C(C)C)C(C)C (2-[2-bromo-4-(cyclopropylmethoxy)phenyl]-1-(5-{[tris(1-methylethyl)silyl]oxy}pyridin-2-yl)ethanol). Reactants: [BH4-].[Na+] (Sodium borohydride), BrC1=C(C=CC(=C1)OCC1CC1)CC(=O)C1=NC=C(C=C1)O[Si](C(C)C)(C(C)C)C(C)C (2-[2-bromo-4-(cyclopropylmethoxy)phenyl]-1-(5-{[tris(1-methylethyl)silyl]oxy}pyridin-2-yl)ethanone). Isolated yield 80.4%. Run at time 1 hour. Reaction SMILES: [BH4-].[Na+].[Br:3][C:4]1[CH:9]=[C:8]([O:10][CH2:11][CH:12]2[CH2:14][CH2:13]2)[CH:7]=[CH:6][C:5]=1[CH2:15][C:16]([C:18]1[CH:23]=[CH:22][C:21]([O:24][Si:25]([CH:32]([CH3:34])[CH3:33])([CH:29]([CH3:31])[CH3:30])[CH:26]([CH3:28])[CH3:27])=[CH:20][N:19]=1)=[O:17]>C(O)C>[Br:3][C:4]1[CH:9]=[C:8]([O:10][CH2:11][CH:12]2[CH2:13][CH2:14]2)[CH:7]=[CH:6][C:5]=1[CH2:15][CH:16]([C:18]1[CH:23]=[CH:22][C:21]([O:24][Si:25]([CH:29]([CH3:31])[CH3:30])([CH:26]([CH3:28])[CH3:27])[CH:32]([CH3:33])[CH3:34])=[CH:20][N:19]=1)[OH:17] |f:0.1|. The solvent is C(C)O (ethanol). Procedure: Sodium borohydride (0.109 g) was added to a solution of 2-[2-bromo-4-(cyclopropylmethoxy)phenyl]-1-(5-{[tris(1-methylethyl)silyl]oxy}pyridin-2-yl)ethanone (1.50 g) in ethanol (10 mL) at room temperature. The reaction mixture was stirred at room temperature for 1 hr, and the solvent was evaporated under reduced pressure. The residue was diluted with ethyl acetate and water, and the organic layer was separated. The organic layer was washed with saturated brine, and dried over anhydrous magnesium s... Reactants: CN(C)CCC(c1ccc(Cl)cc1)c1cccc(Br)n1, [Li]CCCC, CN(C)C=O, C1CCOC1. The product is CN(C)CCC(c1ccc(Cl)cc1)c1cccc(C=O)n1. RXN SMILES: [Br:1][c:2]1[n:3][c:4]([CH:8]([CH2:9][CH2:10][N:11]([CH3:12])[CH3:13])[c:14]2[cH:15][cH:16][c:17]([Cl:20])[cH:18][cH:19]2)[cH:5][cH:6][cH:7]1.[CH2:21]([Li:22])[CH2:23][CH2:24][CH3:25].[CH3:26][N:27]([CH:28]=[O:29])[CH3:30].[O:31]1[CH2:32][CH2:33][CH2:34][CH2:35]1>>[c:2]1([CH:28]=[O:29])[n:3][c:4]([CH:8]([CH2:9][CH2:10][N:11]([CH3:12])[CH3:13])[c:14]2[cH:15][cH:16][c:17]([Cl:20])[cH:18][cH:19]2)[cH:5][cH:6][cH:7]1. Reactants: FC(F)(F)C(Cl)=C(Cl)C(F)(F)F, I. Yields the product FC(F)(F)CC(Cl)C(F)(F)F. RXN SMILES: [Cl:1][C:2]([C:3]([F:4])([F:5])[F:6])=[C:7]([C:8]([F:9])([F:10])[F:11])[Cl:12].[I:13]>>[CH2:2]([C:3]([F:4])([F:5])[F:6])[CH:7]([C:8]([F:9])([F:10])[F:11])[Cl:12].